This data is from the Open Reaction Database (ORD), a public repository of structured organic reaction records. The task is: describe an organic reaction: reactants, conditions, products, and yield Reactants: C(C=C)OC1=CC=C(C=C1)C(C(C)(C)C)O (1-(4-Allyloxyphenyl)-2,2-dimethylpropan-1-ol), C[SiH](C)C (trimethylsilane), FC(C(=O)O)(F)F (trifluoroacetic acid). The solvent is ClCCl (dichloromethane). Conditions: time 30 minute. Yields the product C(C=C)OC1=CC=C(C=C1)CC(C)(C)C (1-allyloxy-4-neopentylbenzene). Reaction SMILES: [CH2:1]([O:4][C:5]1[CH:10]=[CH:9][C:8]([CH:11](O)[C:12]([CH3:15])([CH3:14])[CH3:13])=[CH:7][CH:6]=1)[CH:2]=[CH2:3].C[SiH](C)C.FC(F)(F)C(O)=O>ClCCl>[CH2:1]([O:4][C:5]1[CH:6]=[CH:7][C:8]([CH2:11][C:12]([CH3:15])([CH3:14])[CH3:13])=[CH:9][CH:10]=1)[CH:2]=[CH2:3]. Procedure: 1-(4-Allyloxyphenyl)-2,2-dimethylpropan-1-ol (1.2 g, 6.1 mmol) and trimethylsilane (mL, 61.0 mmol) were dissolved in dichloromethane (5.0 mL) and trifluoroacetic acid (2.1 g, 18.3 mmol) was added at 0° C. After 30 min, the reaction mixture was concentrated to give esentially pure 1-allyloxy-4-neopentylbenzene. The crude product was dissolved in 1,2,4-trichlorobenzene (5.0 mL) and the solution was heated to reflux for 4 hrs. Removal of solvent and chromatography of the residue on silica gel eluti... The reactants are CC(C)(COC(C(C)(C)C)C(C)(C)C)NC(=O)OCc1ccccc1, CO. Yields the product CC(C)(N)COC(C(C)(C)C)C(C)(C)C. Reaction SMILES: [C:1]([O:2][CH2:3][c:4]1[cH:5][cH:6][cH:7][cH:8][cH:9]1)(=[O:10])[NH:11][C:12]([CH2:13][O:14][CH:15]([C:16]([CH3:17])([CH3:18])[CH3:19])[C:20]([CH3:21])([CH3:22])[CH3:23])([CH3:24])[CH3:25].[CH3:26][OH:27]>>[NH2:11][C:12]([CH2:13][O:14][CH:15]([C:16]([CH3:17])([CH3:18])[CH3:19])[C:20]([CH3:21])([CH3:22])[CH3:23])([CH3:24])[CH3:25]. Starting materials: CN(C1(CCC(CC1)=O)C1=CC=CC=C1)C (4-dimethylamino-4-phenylcyclohexanone), C(C)(=O)O[BH-](OC(C)=O)OC(C)=O.[Na+] (sodium triacetoxyborohydride), C(C1=CC=CC=C1)OC1=C2NC=C(CCN)C2=CC=C1 (7-Benzyloxytryptamine), ClCCCl (1,2-dichloroethane), C1CCOC1 (THF). Solvent: C(C)(=O)O (acetic acid). Run at time 1 hour. Yields the product Cl.Cl.C(C1=CC=CC=C1)OC=1C=CC=C2C(=CNC12)CCNC1CCC(CC1)(N(C)C)C1=CC=CC=C1 (N′-[2-(7-Benzyloxy-1H-indol-3-yl)-ethyl]-N,N-dimethyl-1-phenyl-cyclohexane-1,4-diamine dihydrochloride). As a reaction SMILES: [CH2:1]([O:8][C:9]1[CH:20]=[CH:19][CH:18]=[C:17]2[C:10]=1[NH:11][CH:12]=[C:13]2[CH2:14][CH2:15][NH2:16])[C:2]1[CH:7]=[CH:6][CH:5]=[CH:4][CH:3]=1.C1COCC1.[CH3:26][N:27]([CH3:41])[C:28]1([C:35]2[CH:40]=[CH:39][CH:38]=[CH:37][CH:36]=2)[CH2:33][CH2:32][C:31](=O)[CH2:30][CH2:29]1.C(O[BH-](OC(=O)C)OC(=O)C)(=O)C.[Na+].[Cl:56]CCCl>C(O)(=O)C>[ClH:56].[ClH:56].[CH2:1]([O:8][C:9]1[CH:20]=[CH:19][CH:18]=[C:17]2[C:10]=1[NH:11][CH:12]=[C:13]2[CH2:14][CH2:15][NH:16][CH:31]1[CH2:30][CH2:29][C:28]([C:35]2[CH:36]=[CH:37][CH:38]=[CH:39][CH:40]=2)([N:27]([CH3:41])[CH3:26])[CH2:33][CH2:32]1)[C:2]1[CH:3]=[CH:4][CH:5]=[CH:6][CH:7]=1 |f:3.4,7.8.9|. Procedure details: 7-Benzyloxytryptamine (200 mg) was dissolved in dry 1,2-dichloroethane (10 ml) and THF (10 ml) under argon. After addition of 4-dimethylamino-4-phenylcyclohexanone (180 mg) and glacial acetic acid (43 μl), the mixture was stirred for one hour at RT and then sodium triacetoxyborohydride (248 mg) was added thereto. The reaction mixture was stirred for three days at RT. For working up, the mixture was concentrated, the residue was dissolved in water (15 ml), 2M HCl (2 ml) and diethyl ether (20 ml),... Reactants: ClCCl, CC(C)(C)OC(=O)N1CCOC(c2cc(-c3ccc4cn(Cc5ccccc5)nc4c3)c3c(N)ncnn23)C1, O=C(O)C(F)(F)F. Product: Nc1ncnn2c(C3CNCCO3)cc(-c3ccc4cn(Cc5ccccc5)nc4c3)c12. Reaction SMILES: [Cl:47][CH2:48][Cl:49].[NH2:1][c:2]1[n:3][cH:4][n:5][n:6]2[c:7]1[c:8](-[c:24]1[cH:25][cH:26][c:27]3[cH:28][n:29]([CH2:33][c:34]4[cH:35][cH:36][cH:37][cH:38][cH:39]4)[n:30][c:31]3[cH:32]1)[cH:9][c:10]2[CH:11]1[O:12][CH2:13][CH2:14][N:15]([C:17]([O:18][C:19]([CH3:20])([CH3:21])[CH3:22])=[O:23])[CH2:16]1.[OH:40][C:41]([C:42]([F:43])([F:44])[F:45])=[O:46]>>[NH2:1][c:2]1[n:3][cH:4][n:5][n:6]2[c:7]1[c:8](-[c:24]1[cH:25][cH:26][c:27]3[cH:28][n:29]([CH2:33][c:34]4[cH:35][cH:36][cH:37][cH:38][cH:39]4)[n:30][c:31]3[cH:32]1)[cH:9][c:10]2[CH:11]1[O:12][CH2:13][CH2:14][NH:15][CH2:16]1.